This data is from the Open Reaction Database (ORD), a public repository of structured organic reaction records. The task is: describe an organic reaction: reactants, conditions, products, and yield The reactants are Cl.C(C)OCC (hydrochloric acid ethyl ether), ClC1=CC=C(CCN(C)CCN2C3=C(OCC4=C2C=CC=C4)C=CC=C3)C=C1 (5-[2-[N-(4-chlorophenethyl)-N-methylamino]ethyl]-5,11-dihydrodibenzo[b,e][1,4]oxazepine). Reaction conditions: time 1 hour. Yields the product Cl.ClC1=CC=C(CCN(C)CCN2C3=C(OCC4=C2C=CC=C4)C=CC=C3)C=C1 (5-[2-[N-(4-chlorophenethyl)-N-methylamino]ethyl]-5,11-dihydrodibenzo [b,e][1,4]oxazepine Hydrochloride), crystals. The yield is 87.0%. RXN SMILES: Cl.C(OCC)C.[Cl:7][C:8]1[CH:34]=[CH:33][C:11]([CH2:12][CH2:13][N:14]([CH2:16][CH2:17][N:18]2[C:24]3[CH:25]=[CH:26][CH:27]=[CH:28][C:23]=3[CH2:22][O:21][C:20]3[CH:29]=[CH:30][CH:31]=[CH:32][C:19]2=3)[CH3:15])=[CH:10][CH:9]=1>>[ClH:7].[Cl:7][C:8]1[CH:9]=[CH:10][C:11]([CH2:12][CH2:13][N:14]([CH2:16][CH2:17][N:18]2[C:24]3[CH:25]=[CH:26][CH:27]=[CH:28][C:23]=3[CH2:22][O:21][C:20]3[CH:29]=[CH:30][CH:31]=[CH:32][C:19]2=3)[CH3:15])=[CH:33][CH:34]=1 |f:0.1,3.4|. Procedure: 5 ml of 2 M hydrochloric acid/ethyl ether was added to 5-[2-[N-(4-chlorophenethyl)-N-methylamino]ethyl]-5,11-dihydrodibenzo[b,e][1,4]oxazepine (282 mg, 0.70 mmol), and they were stirred for 1 hour. The solvent was evaporated under reduced pressure. The obtained residue was recrystallized from a solvent mixture of dichloromethane and ethyl ether to obtain the title compound in the form of light green crystals (163 mg, 87%).